From a dataset of the Open Reaction Database (ORD), a public repository of structured organic reaction records. describe an organic reaction: reactants, conditions, products, and yield Starting materials: NN (Hydrazine), BrC=1N([C@H]2C[C@H](O)[C@@H](CO)O2)C=2N=C(NC(C2N1)=O)N (8-bromodeoxyguanosine), CO (methanol). The solvent is O (water). Product: NC=1N([C@H]2C[C@H](O)[C@@H](CO)O2)C=2N=C(NC(C2N1)=O)N (8-aminodeoxyguanosine). As a reaction SMILES: [NH2:1]N.Br[C:4]1[N:5]([C:14]2[N:15]=[C:16]([NH2:22])[NH:17][C:18](=[O:21])[C:19]=2[N:20]=1)[C@@H:6]1[O:13][C@H:10]([CH2:11][OH:12])[C@@H:8]([OH:9])[CH2:7]1.CO>O>[NH2:1][C:4]1[N:5]([C:14]2[N:15]=[C:16]([NH2:22])[NH:17][C:18](=[O:21])[C:19]=2[N:20]=1)[C@@H:6]1[O:13][C@H:10]([CH2:11][OH:12])[C@@H:8]([OH:9])[CH2:7]1. Procedure: Hydrazine is added to a suspension of 8-bromodeoxyguanosine in water:methanol (150 mL; 1:2) and the resulting solution is heated at reflux for 24 hours. The resulting precipitate is removed by filtration and the filtrate is evaporated to a solid. After repeated evaporations from ethanol, the product is recrystallized from methanol. The purified 8-azido-2'-deoxyguanosine (1.3 g) is dissolved in a mixture of methanol:water (160 mL, 5:3), Raney nickel (10.0 g) is added, and the mixture is heated at... RXN SMILES: [CH2:1]([CH3:2])[O:3][C:4]([CH:5]([CH2:6][NH:7][c:8]1[s:9][cH:10][c:11](-[c:13]2[cH:14][cH:15][cH:16][cH:17][cH:18]2)[n:12]1)[CH2:19][c:20]1[cH:21][cH:22][cH:23][cH:24][cH:25]1)=[O:26].[CH3:33][CH2:34][OH:35].[K+:32].[OH2:36].[S:27](=[O:28])(=[O:29])([OH:30])[O-:31]>>[O:3]=[C:4]([CH:5]([CH2:6][NH:7][c:8]1[s:9][cH:10][c:11](-[c:13]2[cH:14][cH:15][cH:16][cH:17][cH:18]2)[n:12]1)[CH2:19][c:20]1[cH:21][cH:22][cH:23][cH:24][cH:25]1)[OH:26]. Product: O=C(O)C(CNc1nc(-c2ccccc2)cs1)Cc1ccccc1. Starting materials: CCOC(=O)C(CNc1nc(-c2ccccc2)cs1)Cc1ccccc1, CCO, [K+], O, O=S(=O)([O-])O. The reactants are ClC1=C(OC2=C(C=C(C=C2)C2=CC=C(C=C2)C(F)(F)F)C2=CC(=NC=C2)N2CCN(CC2)C(=O)OC(C)(C)C)C=C(C(=C1)S(N(C1=NC=CC=N1)CC1=C(C=C(C=C1)OC)OC)(=O)=O)F (tert-Butyl 4-(4-(4-(2-chloro-4-(N-(2,4-dimethoxybenzyl)-N-(pyrimidin-2-yl)sulfamoyl)-5-fluorophenoxy)-4′-(trifluoromethyl)biphenyl-3-yl)pyridin-2-yl)piperazine-1-carboxylate). Solvent: solution, Cl (hydrogen chloride), O1CCOCC1 (1,4-dioxane). Run at time 20 hour. Yields the product ClC=1C(=CC(=C(C1)S(=O)(=O)NC1=NC=CC=N1)F)OC1=C(C=C(C=C1)C1=CC=C(C=C1)C(F)(F)F)C1=CC(=NC=C1)N1CCNCC1 (5-chloro-2-fluoro-4-{[3-(2-piperazin-1-ylpyridin-4-yl)-4′-(trifluoromethyl)biphenyl-4-yl]oxy}-N-pyrimidin-2-ylbenzenesulfonamide). Isolated yield 11.4%. Reaction SMILES: [Cl:1][C:2]1[CH:43]=[C:42]([S:44](=[O:64])(=[O:63])[N:45](CC2C=CC(OC)=CC=2OC)[C:46]2[N:51]=[CH:50][CH:49]=[CH:48][N:47]=2)[C:41]([F:65])=[CH:40][C:3]=1[O:4][C:5]1[CH:10]=[CH:9][C:8]([C:11]2[CH:16]=[CH:15][C:14]([C:17]([F:20])([F:19])[F:18])=[CH:13][CH:12]=2)=[CH:7][C:6]=1[C:21]1[CH:26]=[CH:25][N:24]=[C:23]([N:27]2[CH2:32][CH2:31][N:30](C(OC(C)(C)C)=O)[CH2:29][CH2:28]2)[CH:22]=1>Cl.O1CCOCC1>[Cl:1][C:2]1[C:3]([O:4][C:5]2[CH:10]=[CH:9][C:8]([C:11]3[CH:16]=[CH:15][C:14]([C:17]([F:18])([F:19])[F:20])=[CH:13][CH:12]=3)=[CH:7][C:6]=2[C:21]2[CH:26]=[CH:25][N:24]=[C:23]([N:27]3[CH2:28][CH2:29][NH:30][CH2:31][CH2:32]3)[CH:22]=2)=[CH:40][C:41]([F:65])=[C:42]([S:44]([NH:45][C:46]2[N:51]=[CH:50][CH:49]=[CH:48][N:47]=2)(=[O:63])=[O:64])[CH:43]=1. Procedure: tert-Butyl 4-(4-(4-(2-chloro-4-(N-(2,4-dimethoxybenzyl)-N-(pyrimidin-2-yl)sulfamoyl)-5-fluorophenoxy)-4′-(trifluoromethyl)biphenyl-3-yl)pyridin-2-yl)piperazine-1-carboxylate (Preparation 122, 360 mg, 0.385 mmol) was dissolved in a 4M solution of hydrogen chloride in 1,4-dioxane (5 mL). The reaction mixture was stirred at room temperature for 20 hours and then concentrated in vacuo. The residue was purified by reverse phase chromatography (acetonitrile/water both with 0.1% formic acid) to give th... Reactants: ClC1=CC=C(OCC(=C)Cl)C=C1 (1-(4-chlorophenoxy)-2-chloro-2-propene), BrN1C(CCC1=O)=O (N-bromosuccinimide), C(C)#N.O (acetonitrile water), Br (HBr). Procedure details: To a turbid solution of 1-(4-chlorophenoxy)-2-chloro-2-propene from Step 1 (3 g, 15.7 mmol) in acetonitrile/water (4/1, 100 mL), N-bromosuccinimide (4.84 g, 31.4 mmol) was added in one lot. A catalytic amount of 48% HBr (40 μl) was added to the reaction and the yellowish orange mixture was stirred at room temperature. After 24 hours, the reaction mixture was diluted with ether and washed with 5% w/v of sodium thiosulfate. The organic layer was separated and washed with saturated sodium bicarbona... Product: BrCC(CC1=C(C=CC=C1)OC1=CC=C(C=C1)Cl)=O (1-bromo-3-[(4-chlorophenoxy)phenyl]-2-propanone). As a reaction SMILES: [Cl:1][C:2]1[CH:12]=[CH:11][C:5]([O:6][CH2:7][C:8](Cl)=[CH2:9])=[CH:4][CH:3]=1.BrN1[C:18](=O)[CH2:17][CH2:16][C:15]1=O.[BrH:21].[C:22](#N)[CH3:23].[OH2:25]>CCOCC>[Br:21][CH2:22][C:23](=[O:25])[CH2:9][C:8]1[CH:15]=[CH:16][CH:17]=[CH:18][C:7]=1[O:6][C:5]1[CH:11]=[CH:12][C:2]([Cl:1])=[CH:3][CH:4]=1 |f:3.4|. Run in CCOCC (ether). Isolated yield 54.0%. Run at time 24 hour. The reactants are Cl (HCl), C(C1=CC=CC=C1)OC(=O)NC1C(CN(CC1)C(=O)OC(C)(C)C)(C)C (4-benzyloxycarbonylamino-1-t-butyloxycarbonyl-3,3-dimethylpiperidine). The solvent is O1CCOCC1 (dioxane). Conditions: time 1 hour. Product: C(C1=CC=CC=C1)OC(=O)NC1C(CNCC1)(C)C (4-benzyloxycarbonylamino-3,3-dimethylpiperidine). As a reaction SMILES: Cl.[CH2:2]([O:9][C:10]([NH:12][CH:13]1[CH2:18][CH2:17][N:16](C(OC(C)(C)C)=O)[CH2:15][C:14]1([CH3:27])[CH3:26])=[O:11])[C:3]1[CH:8]=[CH:7][CH:6]=[CH:5][CH:4]=1>O1CCOCC1>[CH2:2]([O:9][C:10]([NH:12][CH:13]1[CH2:18][CH2:17][NH:16][CH2:15][C:14]1([CH3:27])[CH3:26])=[O:11])[C:3]1[CH:4]=[CH:5][CH:6]=[CH:7][CH:8]=1. Procedure: 6 N HCl (200 ml) was added to a stirred solution of 4-benzyloxycarbonylamino-1-t-butyloxycarbonyl-3,3-dimethylpiperidine (350 g, 0.96 mol) in dioxane (200 ml). The resulting mixture was stirred for 1 hr and concentrated to dryness. The resultant residue was treated with water (3.0 L) water and was extracted with 1.0 L×2 ethyl acetate. The aqueous layer was basified with 2 M aqueous NaOH and extracted with 2.5 L×2 dichloromethane. Combined organic extract was washed with water, dried over Na2SO4 ... Reactants: C(C)OC(C(CC1=CC=C(C=C1)OC1=NC(=NC(=C1)Cl)NCC1=CC=CC=C1)(OC1=CC=CC=C1)C)=O (3-[4-(2-Benzylamino-6-chloro-pyrimidin-4-yloxy)-phenyl]-2-methyl-2-phenoxy-propionic acid ethyl ester), C(C1=CC=CC=C1)N1CCNCC1 (1-Benzyl-piperazine), C(=O)([O-])[O-].[Cs+].[Cs+] (Cs2CO3). The solvent is CN(C=O)C (N,N-dimethylformamide). Reaction conditions: temperature 90 celsius, time 8 hour. Yields the product C(C)OC(C(CC1=CC=C(C=C1)OC1=NC(=NC(=C1)N1CCN(CC1)CC1=CC=CC=C1)NCC1=CC=CC=C1)(OC1=CC=CC=C1)C)=O (3-{4-[2-Benzylamino-6-(4-benzyl-piperazin-1-yl)-pyrimidin-4-yloxy]-phenyl}-2-methyl-2-phenoxy-propionic acid ethyl ester). As a reaction SMILES: [CH2:1]([O:3][C:4](=[O:37])[C:5]([CH3:36])([O:29][C:30]1[CH:35]=[CH:34][CH:33]=[CH:32][CH:31]=1)[CH2:6][C:7]1[CH:12]=[CH:11][C:10]([O:13][C:14]2[CH:19]=[C:18](Cl)[N:17]=[C:16]([NH:21][CH2:22][C:23]3[CH:28]=[CH:27][CH:26]=[CH:25][CH:24]=3)[N:15]=2)=[CH:9][CH:8]=1)[CH3:2].[CH2:38]([N:45]1[CH2:50][CH2:49][NH:48][CH2:47][CH2:46]1)[C:39]1[CH:44]=[CH:43][CH:42]=[CH:41][CH:40]=1.C([O-])([O-])=O.[Cs+].[Cs+]>CN(C)C=O>[CH2:1]([O:3][C:4](=[O:37])[C:5]([CH3:36])([O:29][C:30]1[CH:35]=[CH:34][CH:33]=[CH:32][CH:31]=1)[CH2:6][C:7]1[CH:12]=[CH:11][C:10]([O:13][C:14]2[CH:19]=[C:18]([N:48]3[CH2:49][CH2:50][N:45]([CH2:38][C:39]4[CH:40]=[CH:41][CH:42]=[CH:43][CH:44]=4)[CH2:46][CH2:47]3)[N:17]=[C:16]([NH:21][CH2:22][C:23]3[CH:28]=[CH:27][CH:26]=[CH:25][CH:24]=3)[N:15]=2)=[CH:9][CH:8]=1)[CH3:2] |f:2.3.4|. Procedure: 3-[4-(2-Benzylamino-6-chloro-pyrimidin-4-yloxy)-phenyl]-2-methyl-2-phenoxy-propionic acid ethyl ester (60 mg, 0.1 mmol), 1-Benzyl-piperazine (25 mg, 0.25 ml, 0.15 mmol) and Cs2CO3 (35 mg, 0.11 mmol) were combined in anhydrous N,N-dimethylformamide (DMF) (5 mL) and stirred at 90° C. in dry atmosphere overnight. The DMF was removed in vacuo, the residue was purified in silica to provide a white oil. Starting materials: C(#N)C1=C(C=C(C(=O)O)C=C1)F (4-cyano-3-fluorobenzoic acid), O.NN (hydrazine monohydrate). Solvent: C(CCC)O (n-butanol). Reaction conditions: temperature 110 celsius. Product: NC1=NNC2=CC(=CC=C12)C(=O)O (3-amino-1H-indazole-6-carboxylic acid). Yield: 26.3%. Reaction SMILES: [C:1]([C:3]1[CH:11]=[CH:10][C:6]([C:7]([OH:9])=[O:8])=[CH:5][C:4]=1F)#[N:2].O.[NH2:14][NH2:15]>C(O)CCC>[NH2:2][C:1]1[C:3]2[C:4](=[CH:5][C:6]([C:7]([OH:9])=[O:8])=[CH:10][CH:11]=2)[NH:15][N:14]=1 |f:1.2|. Procedure: To a solution of 4-cyano-3-fluorobenzoic acid (500 mg, 3.0 mmol) in n-butanol (9 mL) was added hydrazine monohydrate (0.5 mL, 10 mmol). The reaction was heated to 110° C. overnight. The reaction was cooled to room temperature and the precipitate was collected by filtration. The solid was then dissolved in 1 N aqueous sodium hydroxide (2 mL) and extracted with ethyl acetate (2×). The aqueous layer was acidified to pH=4 with 1 N aqueous hydrochloric acid. The resulting precipitate was collected by...